From a dataset of the Open Reaction Database (ORD), a public repository of structured organic reaction records. describe an organic reaction: reactants, conditions, products, and yield Reactants: C1CCOC1, COC(=O)c1ccc(O)cc1, CCOC(=O)N=NC(=O)OCC, Cc1sc(-c2ccc(C(F)(F)F)cc2)nc1CCO, c1ccc(P(c2ccccc2)c2ccccc2)cc1. Product: COC(=O)c1ccc(OCCc2nc(-c3ccc(C(F)(F)F)cc3)sc2C)cc1. RXN SMILES: [CH2:62]1[O:63][CH2:64][CH2:65][CH2:66]1.[CH3:20][O:21][C:22]([c:23]1[cH:24][cH:25][c:26]([OH:29])[cH:27][cH:28]1)=[O:30].[O:50]=[C:51]([O:52][CH2:53][CH3:54])[N:55]=[N:56][C:57]([O:58][CH2:59][CH3:60])=[O:61].[OH:1][CH2:2][CH2:3][c:4]1[n:5][c:6](-[c:10]2[cH:11][cH:12][c:13]([C:16]([F:17])([F:18])[F:19])[cH:14][cH:15]2)[s:7][c:8]1[CH3:9].[c:31]1([P:32]([c:33]2[cH:34][cH:35][cH:36][cH:37][cH:38]2)[c:39]2[cH:40][cH:41][cH:42][cH:43][cH:44]2)[cH:45][cH:46][cH:47][cH:48][cH:49]1>>[O:1]([CH2:2][CH2:3][c:4]1[n:5][c:6](-[c:10]2[cH:11][cH:12][c:13]([C:16]([F:17])([F:18])[F:19])[cH:14][cH:15]2)[s:7][c:8]1[CH3:9])[c:26]1[cH:25][cH:24][c:23]([C:22]([O:21][CH3:20])=[O:30])[cH:28][cH:27]1. Starting materials: C(C)(C)(C)C=1C=C(C(=O)C2=CNC=C2)C=C(C1O)C(C)(C)C (3-(3,5-di-t-butyl-4-hydroxybenzoyl)pyrrole), [H-].[Na+] (sodium hydride), CI (methyl iodide). Run in CN(C=O)C (dimethylformamide). Reaction conditions: time 1 hour. The product is CN1C=C(C=C1)C(C1=CC(=C(C(=C1)C(C)(C)C)O)C(C)(C)C)=O (N-methyl-3-(3,5-di-t-butyl-4-hydroxybenzoyl)pyrrole). The yield is 69.6%. RXN SMILES: [C:1]([C:5]1[CH:6]=[C:7]([CH:15]=[C:16]([C:19]([CH3:22])([CH3:21])[CH3:20])[C:17]=1[OH:18])[C:8]([C:10]1[CH:14]=[CH:13][NH:12][CH:11]=1)=[O:9])([CH3:4])([CH3:3])[CH3:2].[H-].[Na+].[CH3:25]I>CN(C)C=O>[CH3:25][N:12]1[CH:13]=[CH:14][C:10]([C:8](=[O:9])[C:7]2[CH:6]=[C:5]([C:1]([CH3:4])([CH3:3])[CH3:2])[C:17]([OH:18])=[C:16]([C:19]([CH3:22])([CH3:21])[CH3:20])[CH:15]=2)=[CH:11]1 |f:1.2|. Reported procedure: 2 G (6.6 mmol) of 3-(3,5-di-t-butyl-4-hydroxybenzoyl)pyrrole were added to a stirred suspension of 640 mg (13 mmol) of sodium hydride (50% in mineral oil) in 20 ml of anhydrous dimethylformamide. After 1 hour at room temperature, 0.415 ml (6.68 mmol) of methyl iodide was added, and stirring at room temperature was continued for an additional hour. Nitrogen was then bubbled through the reaction mixture for 10 minutes and thereafter the reaction mixture was partitioned between methylene chloride a... Starting materials: COCCN1CCc2ccc(N)cc2CC1, N#CCOc1ccccc1Nc1nc(Cl)ncc1Cl. The product is COCCN1CCc2ccc(Nc3ncc(Cl)c(Nc4ccccc4OCC#N)n3)cc2CC1. RXN SMILES: [CH3:1][O:2][CH2:3][CH2:4][N:5]1[CH2:6][CH2:7][c:8]2[c:9]([cH:12][c:13]([NH2:16])[cH:14][cH:15]2)[CH2:10][CH2:11]1.[Cl:17][c:18]1[n:19][cH:20][c:21]([Cl:35])[c:22]([NH:24][c:25]2[c:26]([O:27][CH2:28][C:29]#[N:30])[cH:31][cH:32][cH:33][cH:34]2)[n:23]1>>[CH3:1][O:2][CH2:3][CH2:4][N:5]1[CH2:6][CH2:7][c:8]2[c:9]([cH:12][c:13]([NH:16][c:18]3[n:19][cH:20][c:21]([Cl:35])[c:22]([NH:24][c:25]4[c:26]([O:27][CH2:28][C:29]#[N:30])[cH:31][cH:32][cH:33][cH:34]4)[n:23]3)[cH:14][cH:15]2)[CH2:10][CH2:11]1. Reactants: C1(=CC=CC=C1)O (phenol), OC=1C=C(C(=O)OC)C=CC1 (methyl 3-hydroxybenzoate), C(C1=CC=CC=C1)OC=1C=CC2=C(C(C(CCO2)Br)=O)C1 (7-benzyloxy-4-bromo-3,4-dihydro-1-benzoxepin-5(2H)-one). Yields the product C(C1=CC=CC=C1)OC=1C=CC2=C(C(C(CCO2)OC2=CC(=CC=C2)C(=O)OC)=O)C1 (7-Benzyloxy-3,4-dihydro-4-(3-(methoxycarbonyl)phenoxy)-1-benzoxepin-5(2H)-one). Reaction SMILES: C1(O)C=CC=CC=1.[OH:8][C:9]1[CH:10]=[C:11]([CH:16]=[CH:17][CH:18]=1)[C:12]([O:14][CH3:15])=[O:13].[CH2:19]([O:26][C:27]1[CH:28]=[CH:29][C:30]2[O:36][CH2:35][CH2:34][CH:33](Br)[C:32](=[O:38])[C:31]=2[CH:39]=1)[C:20]1[CH:25]=[CH:24][CH:23]=[CH:22][CH:21]=1>>[CH2:19]([O:26][C:27]1[CH:28]=[CH:29][C:30]2[O:36][CH2:35][CH2:34][CH:33]([O:8][C:9]3[CH:18]=[CH:17][CH:16]=[C:11]([C:12]([O:14][CH3:15])=[O:13])[CH:10]=3)[C:32](=[O:38])[C:31]=2[CH:39]=1)[C:20]1[CH:21]=[CH:22][CH:23]=[CH:24][CH:25]=1. Procedure details: By the method of Example 27, substituting the phenol with a molar equivalent of methyl 3-hydroxybenzoate, 7-benzyloxy-4-bromo-3,4-dihydro-1-benzoxepin-5(2H)-one (17.3 g) was converted to present title product, 10.9 g, m.p. 134-136° C. Reactants: C(C1=CC=CC=C1)(=O)OC(C(C=CN(C)C)=O)C(C)=O (4-Benzoyloxy-1-dimethylamino-1-hexene-3,5-dione). The solvent is C(C)(=O)O (acetic acid). The product is C(C1=CC=CC=C1)(=O)OC1=C(OC=CC1=O)C (3-benzoyloxy-2-methyl-4-pyrone). Yield: 97.1%. RXN SMILES: [C:1]([O:9][CH:10]([C:18](=[O:20])[CH3:19])[C:11](=[O:17])[CH:12]=[CH:13]N(C)C)(=[O:8])[C:2]1[CH:7]=[CH:6][CH:5]=[CH:4][CH:3]=1>C(O)(=O)C>[C:1]([O:9][C:10]1[C:11](=[O:17])[CH:12]=[CH:13][O:20][C:18]=1[CH3:19])(=[O:8])[C:2]1[CH:7]=[CH:6][CH:5]=[CH:4][CH:3]=1. Reported procedure: 4-Benzoyloxy-1-dimethylamino-1-hexene-3,5-dione (24.75 g, 90 mmol) is refluxed in 180 ml of acetic acid for 90 minutes. The reaction mixture is concentrated at 30°-35° C. on a rotary evaporator, the residue is dissolved in 200 ml of dichloromethane and washed twice with 100 ml of saturated sodium bicarbonate solution each time. The organic phase is dried over magnesium sulphate, concentrated on a rotary evaporator and gives 20.11 g (97.1%) of 3-benzoyloxy-2-methyl-4-pyrone. Content 86%, m.p. 106... The reactants are CC(C)Cn1cnc2c(N)nc3cc(C=Cc4ccccc4)ccc3c21, CO. Yields the product CC(C)Cn1cnc2c(N)nc3cc(CCc4ccccc4)ccc3c21. RXN SMILES: [CH3:1][CH:2]([CH2:3][n:4]1[cH:5][n:6][c:7]2[c:8]([NH2:25])[n:9][c:10]3[cH:11][c:12]([CH:17]=[CH:18][c:19]4[cH:20][cH:21][cH:22][cH:23][cH:24]4)[cH:13][cH:14][c:15]3[c:16]12)[CH3:26].[CH3:27][OH:28]>>[CH3:1][CH:2]([CH2:3][n:4]1[cH:5][n:6][c:7]2[c:8]([NH2:25])[n:9][c:10]3[cH:11][c:12]([CH2:17][CH2:18][c:19]4[cH:20][cH:21][cH:22][cH:23][cH:24]4)[cH:13][cH:14][c:15]3[c:16]12)[CH3:26]. The reactants are O=Cc1c(Cl)ncnc1Cl, [K+], [K+], CN(C)C=O, O=S(=O)([O-])OOS(=O)(=O)[O-]. The product is O=C(O)c1c(Cl)ncnc1Cl. RXN SMILES: [Cl:1][c:2]1[n:3][cH:4][n:5][c:6]([Cl:10])[c:7]1[CH:8]=[O:9].[K+:21].[K+:22].[O:23]=[CH:24][N:25]([CH3:26])[CH3:27].[S:11](=[O:12])([O:13][O:14][S:15]([O-:16])(=[O:17])=[O:18])([O-:19])=[O:20]>>[Cl:1][c:2]1[n:3][cH:4][n:5][c:6]([Cl:10])[c:7]1[C:8](=[O:9])[OH:12]. Starting materials: C1CCNC1, CC(C)=O, Cc1ccccc1, O=C(CO)c1ccccc1. Yields the product CC1(C)CC(=O)c2ccccc2O1. As a reaction SMILES: [CH2:15]1[CH2:16][NH:17][CH2:18][CH2:19]1.[CH3:11][C:12]([CH3:13])=[O:14].[CH3:20][c:21]1[cH:22][cH:23][cH:24][cH:25][cH:26]1.[OH:1][CH2:2][C:3](=[O:4])[c:5]1[cH:6][cH:7][cH:8][cH:9][cH:10]1>>[CH2:2]1[C:3](=[O:4])[c:5]2[cH:6][cH:7][cH:8][cH:9][c:10]2[O:14][C:12]1([CH3:11])[CH3:13]. The reactants are O[C@@H]1C[C@@H](NC1)C(=O)O (cis-4-hydroxy-D-proline), O1CCOC2=C1C=CC(=C2)SC2=C(C=C(C=C2)C2=CC=NC=C2)C(F)(F)F (4-(4-(2,3-dihydro-benzo(1,4)dioxin-6-ylsulfanyl)-3-trifluoromethyl-phenyl)-pyridine), OC1CNCC1 (3-hydroxypyrrolidine). Yields the product title compound, O1CCOC2=C1C=CC(=C2)SC2=C(C=C(C=C2)C2=CC(=NC=C2)N2C(CC(C2)O)C(=O)O)C(F)(F)F (1-(4-(4-(2,3-Dihydro-benzo(1,4)dioxin-6-ylsulfanyl)-3-trifluoromethyl-phenyl)-pyridin-2-yl)-4-hydroxy-pyrrolidine-2-carboxylic acid). As a reaction SMILES: [O:1]1[C:6]2[CH:7]=[CH:8][C:9]([S:11][C:12]3[CH:17]=[CH:16][C:15]([C:18]4[CH:23]=[CH:22][N:21]=[CH:20][CH:19]=4)=[CH:14][C:13]=3[C:24]([F:27])([F:26])[F:25])=[CH:10][C:5]=2[O:4][CH2:3][CH2:2]1.OC1CCNC1.[OH:34][C@H:35]1[CH2:39][NH:38][C@@H:37]([C:40]([OH:42])=[O:41])[CH2:36]1>>[O:1]1[C:6]2[CH:7]=[CH:8][C:9]([S:11][C:12]3[CH:17]=[CH:16][C:15]([C:18]4[CH:19]=[CH:20][N:21]=[C:22]([N:38]5[CH2:39][CH:35]([OH:34])[CH2:36][CH:37]5[C:40]([OH:42])=[O:41])[CH:23]=4)=[CH:14][C:13]=3[C:24]([F:25])([F:26])[F:27])=[CH:10][C:5]=2[O:4][CH2:3][CH2:2]1. Procedure: The title compound was prepared according to the procedures of Example 38E, substituting compound 76 with compound 118 (0.033 g, 0.0779 mmol) and 3-hydroxypyrrolidine with cis-4-hydroxy-D-proline. A yellow solid 130 was obtained (0.038 g, 74%). 1H-NMR (CDCl3, 400 MHz) δ 2.34-2.42 (m, 1H), 2.64-2.68 (m, 2H), 3.73-3.82 (m, 1H), 3.94-4.00 (m, 1H), 4.28-4.34 (m, 4H), 4.68-4.74 (m, 1H), 6.92-7.12 (m, 6H), 7.52 (br, 1H), 7.80 (s, 1H), 8.04 (br, 1H); MS (APCI) m/z 519 (M+H)+.